This data is from the Open Reaction Database (ORD), a public repository of structured organic reaction records. The task is: describe an organic reaction: reactants, conditions, products, and yield Yield: 42.8%. As a reaction SMILES: F[C:2]1[CH:7]=[CH:6][CH:5]=[CH:4][C:3]=1[N+:8]([O-:10])=[O:9].[OH:11][C:12]1[CH:13]=[C:14]([CH2:18][C:19]([O:21][CH3:22])=[O:20])[CH:15]=[CH:16][CH:17]=1.C(=O)([O-])[O-].[K+].[K+]>CN(C=O)C>[N+:8]([C:3]1[CH:4]=[CH:5][CH:6]=[CH:7][C:2]=1[O:11][C:12]1[CH:13]=[C:14]([CH2:18][C:19]([O:21][CH3:22])=[O:20])[CH:15]=[CH:16][CH:17]=1)([O-:10])=[O:9] |f:2.3.4|. Solvent: CN(C)C=O (DMF). Reactants: FC1=C(C=CC=C1)[N+](=O)[O-] (2-Fluoronitrobenzene), OC=1C=C(C=CC1)CC(=O)OC (methyl 3-hydroxyphenylacetate), C([O-])([O-])=O.[K+].[K+] (potassium carbonate). The product is [N+](=O)([O-])C1=C(C=CC=C1)OC=1C=C(C=CC1)CC(=O)OC (methyl 3-(2-nitrophenyloxy)phenylacetate). Procedure: 2-Fluoronitrobenzene (4.2 ml, 40 mmol), methyl 3-hydroxyphenylacetate (5 g, 32.5 mmol) and potassium carbonate (6.9 g, 50 mmol) were heated together in DMF (100 ml) at 100° C. for 36 hrs. After evaporation of the solvent, the residue was partitioned between water (100 ml) and dichloromethane (100 ml), and the aqueous phase further extracted with dichloromethane (2×100 ml). The combined organics were dried and evaporated, and the residue chromatographed on silica, eluting with 25% ethyl acetate/6... Starting materials: C, CN(C)C=O, [H][H], Cc1cc(-c2ccc(C(=O)OCc3ccccc3)cc2)cc(C)c1OCCNC(C)C(O)c1ccc(O)cc1, [Pd]. Yields the product Cc1cc(-c2ccc(C(=O)O)cc2)cc(C)c1OCCNC(C)C(O)c1ccc(O)cc1. Reaction SMILES: [C:47].[CH3:42][N:43]([CH3:44])[CH:45]=[O:46].[H:40][H:41].[OH:1][CH:2]([CH:3]([CH3:4])[NH:5][CH2:6][CH2:7][O:8][c:9]1[c:10]([CH3:32])[cH:11][c:12](-[c:16]2[cH:17][cH:18][c:19]([C:22](=[O:23])[O:24][CH2:25][c:26]3[cH:27][cH:28][cH:29][cH:30][cH:31]3)[cH:20][cH:21]2)[cH:13][c:14]1[CH3:15])[c:33]1[cH:34][cH:35][c:36]([OH:39])[cH:37][cH:38]1.[Pd:48]>>[OH:1][CH:2]([CH:3]([CH3:4])[NH:5][CH2:6][CH2:7][O:8][c:9]1[c:10]([CH3:32])[cH:11][c:12](-[c:16]2[cH:17][cH:18][c:19]([C:22](=[O:23])[OH:24])[cH:20][cH:21]2)[cH:13][c:14]1[CH3:15])[c:33]1[cH:34][cH:35][c:36]([OH:39])[cH:37][cH:38]1. Reactants: BrC1=CC=C(C=C1)C(C(=O)O)O (2-(4-bromophenyl)-2-hydroxyacetic acid), COC(C)(C)OC (2,2-dimethoxypropane). Reagents/catalysts: CC1=CC=C(C=C1)S(=O)(=O)O (4-methylbenzene-1-sulfonic acid). Run in CO (MeOH). Conditions: temperature 55 celsius, time 8 hour. Yields the product BrC1=CC=C(C=C1)C(C(=O)OC)O (Methyl 2-(4-bromophenyl)-2-hydroxyacetate). Yield: 75.6%. Reaction SMILES: [Br:1][C:2]1[CH:7]=[CH:6][C:5]([CH:8]([OH:12])[C:9]([OH:11])=[O:10])=[CH:4][CH:3]=1.[CH3:13]OC(OC)(C)C>CO.CC1C=CC(S(O)(=O)=O)=CC=1>[Br:1][C:2]1[CH:3]=[CH:4][C:5]([CH:8]([OH:12])[C:9]([O:11][CH3:13])=[O:10])=[CH:6][CH:7]=1. Procedure details: To a solution of 2-(4-bromophenyl)-2-hydroxyacetic acid (5.00 g, 21.6 mmol) in MeOH (10 mL) was added 2,2-dimethoxypropane (3.39 g, 32.6 mmol) and 4-methylbenzene-1-sulfonic acid (2.00 mg, 0.0100 mmol). The resulting solution was stirred at 55° C. overnight. The reaction mixture was concentrated under reduced pressure, and H2O (100 mL) was added. The resulting solids were collected by filtration and washed with hexane to obtain compound 9a as a gray solid (4.00 g, 72% yield). 1H-NMR (300 MHz, CD...